Dataset: the Open Reaction Database (ORD), a public repository of structured organic reaction records. Task: describe an organic reaction: reactants, conditions, products, and yield The reactants are C1CCOC1, C[Si](C)(C)[N-][Si](C)(C)C, CI, [Cl-], CCOC(=O)Cc1ccnc(Cl)c1, [K+], [NH4+]. Product: CCOC(=O)C(C)c1ccnc(Cl)c1. Reaction SMILES: [CH2:28]1[O:29][CH2:30][CH2:31][CH2:32]1.[CH3:15][Si:16]([N-:17][Si:18]([CH3:19])([CH3:20])[CH3:21])([CH3:22])[CH3:23].[CH3:24][I:25].[Cl-:26].[Cl:1][c:2]1[n:3][cH:4][cH:5][c:6]([CH2:8][C:9](=[O:10])[O:11][CH2:12][CH3:13])[cH:7]1.[K+:14].[NH4+:27]>>[Cl:1][c:2]1[n:3][cH:4][cH:5][c:6]([CH:8]([C:9](=[O:10])[O:11][CH2:12][CH3:13])[CH3:15])[cH:7]1.